From a dataset of the Open Reaction Database (ORD), a public repository of structured organic reaction records. describe an organic reaction: reactants, conditions, products, and yield Reactants: FC1=C(C=C(C=C1)F)C1=NC=C(C(=N1)NC1=C2C(=NC=C1)C=NN2)C (N-(2-(2,5-Difluorophenyl)-5-methylpyrimidin-4-yl)-1H-pyrazolo[4,3-b]pyridin-7-amine), N(=C=O)CC (isocyanatoethane). The reagents and catalysts are N1=CC=CC=C1 (pyridine). Solvent: C(C)#N (acetonitrile). Reaction conditions: temperature 70 celsius. The product is FC1=C(C=C(C=C1)F)C1=NC=C(C(=N1)NC1=C2C(=NC=C1)C=NN2C(=O)NCC)C (7-(2-(2,5-difluorophenyl)-5-methylpyrimidin-4-ylamino)-N-ethyl-1H-pyrazolo[4,3-b]pyridine-1-carboxamide). Reaction SMILES: [F:1][C:2]1[CH:7]=[CH:6][C:5]([F:8])=[CH:4][C:3]=1[C:9]1[N:14]=[C:13]([NH:15][C:16]2[CH:21]=[CH:20][N:19]=[C:18]3[CH:22]=[N:23][NH:24][C:17]=23)[C:12]([CH3:25])=[CH:11][N:10]=1.[N:26]([CH2:29][CH3:30])=[C:27]=[O:28]>C(#N)C.N1C=CC=CC=1>[F:1][C:2]1[CH:7]=[CH:6][C:5]([F:8])=[CH:4][C:3]=1[C:9]1[N:14]=[C:13]([NH:15][C:16]2[CH:21]=[CH:20][N:19]=[C:18]3[CH:22]=[N:23][N:24]([C:27]([NH:26][CH2:29][CH3:30])=[O:28])[C:17]=23)[C:12]([CH3:25])=[CH:11][N:10]=1. Procedure: To N-(2-(2,5-Difluorophenyl)-5-methylpyrimidin-4-yl)-1H-pyrazolo[4,3-b]pyridin-7-amine (108 mg, 0.319 mmol) suspended in acetonitrile (3.2 mL) was added isocyanatoethane (125.3 μl, 1.60 mmol), 15 drops of pyridine and the mixture was heated at 70° C. overnight. The reaction was cooled to give a solid which was collected by filtration, rinsed with a acetonitrile, and dried under high vacuum to give the title compound. 1H NMR (400 MHz, DMSO-d6) δ ppm 1.22 (3H, t, J=7.20 Hz) 2.43 (3H, s) 3.37-3.48 ...